This data is from the Open Reaction Database (ORD), a public repository of structured organic reaction records. The task is: describe an organic reaction: reactants, conditions, products, and yield The reactants are C(=C)C1=C(C=C(C=C1)C1=C(C=C(C=C1)C(=O)OC)C)[N+](=O)[O-] (Methyl 4′-ethenyl-2-methyl-3′-nitrobiphenyl-4-carboxylate). The reagents and catalysts are [Pd] (palladium on carbon). Run in CO (MeOH). The product is NC=1C=C(C=CC1CC)C1=C(C=C(C=C1)C(=O)OC)C (Methyl 3′-amino-4′-ethyl-2-methylbiphenyl-4-carboxylate). RXN SMILES: [CH:1]([C:3]1[CH:8]=[CH:7][C:6]([C:9]2[CH:14]=[CH:13][C:12]([C:15]([O:17][CH3:18])=[O:16])=[CH:11][C:10]=2[CH3:19])=[CH:5][C:4]=1[N+:20]([O-])=O)=[CH2:2]>[Pd].CO>[NH2:20][C:4]1[CH:5]=[C:6]([C:9]2[CH:14]=[CH:13][C:12]([C:15]([O:17][CH3:18])=[O:16])=[CH:11][C:10]=2[CH3:19])[CH:7]=[CH:8][C:3]=1[CH2:1][CH3:2]. Procedure: Methyl 4′-ethenyl-2-methyl-3′-nitrobiphenyl-4-carboxylate (1.6206 g, 5.45 mmol), palladium on carbon (0.290 g, 0.273 mmol) and MeOH (50 mL) were stirred under a balloon atmosphere of H2 at room temperature overnight. The reaction crude was filtered and concentrated in vacuo to afford a light yellow oil. The resulting oil was purified by flash chromatography (SiO2, Biotage SNAP Cartridge, silica gel 100 g cartridge). The column was eluted by an EtOAc/hexanes mixture (0% to 40%). Related fractions... Starting materials: solution, CNC (dimethylamine), ClS(=O)(=O)C=1C=CC(=C(C(=O)OC)C1)O (methyl 5-(chlorosulfonyl)-2-hydroxybenzoate). Solvent: O (water), ClCCl (dichloromethane). Run at temperature 25 celsius, time 2 hour. Yields the product CN(S(=O)(=O)C=1C=CC(=C(C(=O)OC)C1)O)C (Methyl 5-[(dimethylamino)sulfonyl]-2-hydroxybenzoate), crude product. Reaction SMILES: [CH3:1][NH:2][CH3:3].Cl[S:5]([C:8]1[CH:9]=[CH:10][C:11]([OH:18])=[C:12]([CH:17]=1)[C:13]([O:15][CH3:16])=[O:14])(=[O:7])=[O:6]>O.ClCCl>[CH3:1][N:2]([CH3:3])[S:5]([C:8]1[CH:9]=[CH:10][C:11]([OH:18])=[C:12]([CH:17]=1)[C:13]([O:15][CH3:16])=[O:14])(=[O:7])=[O:6]. Procedure: A 33% solution of dimethylamine (1.53 ml, 9.97 mmol) in water was added dropwise to methyl 5-(chlorosulfonyl)-2-hydroxybenzoate (may be prepared as described in Description 60; 500 mg, 2.00 mmol) in dichloromethane (20 ml) at 25° C., and the mixture was allowed to stir at 25° C. for 2 h. The mixture was then concentrated in vacuo to give the yield the title compound as a crude product. 260 mg.